Dataset: the Open Reaction Database (ORD), a public repository of structured organic reaction records. Task: describe an organic reaction: reactants, conditions, products, and yield Reactants: Clc1ccc2cc(Br)ccc2n1, O=C([O-])O, Cc1ccc2c3c(ccc2n1)OCC(CN1CCNCC1)O3, [Na+]. Yields the product Cc1ccc2c3c(ccc2n1)OCC(CN1CCN(c2ccc4cc(Br)ccc4n2)CC1)O3. Reaction SMILES: [Br:23][c:24]1[cH:25][c:26]2[cH:27][cH:28][c:29]([Cl:34])[n:30][c:31]2[cH:32][cH:33]1.[C:35](=[O:36])([OH:37])[O-:38].[CH3:1][c:2]1[n:3][c:4]2[cH:5][cH:6][c:7]3[c:8]([c:9]2[cH:10][cH:11]1)[O:12][CH:13]([CH2:16][N:17]1[CH2:18][CH2:19][NH:20][CH2:21][CH2:22]1)[CH2:14][O:15]3.[Na+:39]>>[CH3:1][c:2]1[n:3][c:4]2[cH:5][cH:6][c:7]3[c:8]([c:9]2[cH:10][cH:11]1)[O:12][CH:13]([CH2:16][N:17]1[CH2:18][CH2:19][N:20]([c:29]2[cH:28][cH:27][c:26]4[cH:25][c:24]([Br:23])[cH:33][cH:32][c:31]4[n:30]2)[CH2:21][CH2:22]1)[CH2:14][O:15]3. Reactants: Br.ClC1=C(C=C(C=C1)C1(N(C(SC1)=NC1=C(C(=CC=C1)C)C)C)O)S(N(CCC)CCC)(=O)=O (4-(4-chloro-3-dipropylsulfamoylphenyl)-3-methyl-2-(2,3-dimethylphenyl-imino)thiazolidin-4-ol hydrobromide). Solvent: C(C)(=O)O (acetic acid). Product: Br.ClC1=C(C=C(C=C1)C=1N(C(SC1)=NC1=C(C(=CC=C1)C)C)C)S(N(CCC)CCC)(=O)=O (4-(4-Chloro-3-dipropylsulfamoylphenyl)-3-methyl-2-(2,3-dimethylphenyl-imino)-4-thiazoline hydrobromide). As a reaction SMILES: [BrH:1].[Cl:2][C:3]1[CH:8]=[CH:7][C:6]([C:9]2(O)[CH2:13][S:12][C:11](=[N:14][C:15]3[CH:20]=[CH:19][CH:18]=[C:17]([CH3:21])[C:16]=3[CH3:22])[N:10]2[CH3:23])=[CH:5][C:4]=1[S:25](=[O:34])(=[O:33])[N:26]([CH2:30][CH2:31][CH3:32])[CH2:27][CH2:28][CH3:29]>C(O)(=O)C>[BrH:1].[Cl:2][C:3]1[CH:8]=[CH:7][C:6]([C:9]2[N:10]([CH3:23])[C:11](=[N:14][C:15]3[CH:20]=[CH:19][CH:18]=[C:17]([CH3:21])[C:16]=3[CH3:22])[S:12][CH:13]=2)=[CH:5][C:4]=1[S:25](=[O:34])(=[O:33])[N:26]([CH2:27][CH2:28][CH3:29])[CH2:30][CH2:31][CH3:32] |f:0.1,3.4|. Procedure details: Obtained by a procedure analogous to that indicated in Example 1(b), from 4-(4-chloro-3-dipropylsulfamoylphenyl)-3-methyl-2-(2,3-dimethylphenyl-imino)thiazolidin-4-ol hydrobromide by refluxing in glacial acetic acid, subsequently evaporating and crystallizing the viscous residue under water. Colorless crystals from methanol/ether; melting point 210°-212°. Reactants: Cl (hydrochloric acid), COC1=CC=C(C=C1)NS(=O)(=O)CC#N (2-Nitrilo-ethanesulfonic acid (4-methoxy-phenyl)-amid), C([O-])([O-])=O.[K+].[K+] (potassium carbonate), BrCCBr (1,2-dibromoethane). Solvent: O (water), CN(C=O)C (dimethylformamide), CN(C=O)C (dimethylformamide). Conditions: temperature 55 celsius, time 2 hour. Yields the product COC1=CC=C(C=C1)N1S(C(CC1)C#N)(=O)=O (2-(4-Methoxy-phenyl)-1,1-dioxo-1lambda*6*-isothiazolidine-5-carbonitrile). Isolated yield 47.1%. RXN SMILES: [CH3:1][O:2][C:3]1[CH:8]=[CH:7][C:6]([NH:9][S:10]([CH2:13][C:14]#[N:15])(=[O:12])=[O:11])=[CH:5][CH:4]=1.C(=O)([O-])[O-].[K+].[K+].Br[CH2:23][CH2:24]Br.Cl>CN(C)C=O.O>[CH3:1][O:2][C:3]1[CH:8]=[CH:7][C:6]([N:9]2[CH2:24][CH2:23][CH:13]([C:14]#[N:15])[S:10]2(=[O:12])=[O:11])=[CH:5][CH:4]=1 |f:1.2.3|. Reported procedure: To a solution of the compound obtained in Step A (0.59 g) in dimethylformamide (40 ml) was added potassium carbonate (1.1 g). Then, a solution of 1,2-dibromoethane (0.59 g) in dimethylformamide (25 ml) was added dropwise at 55° C. The reaction mixture was then stirred at 55° C. for 2 hours, cooled to room temperature, poured into 15 ml water, and aqueous 2N hydrochloric acid was added to acidic pH. The aqueous layer was then extracted with dichloromethane, the combined organic layers washed two ... Product: C(CC1=CC=CC=C1)C1(CCCCC1)O (phenethylcyclohexanol). Isolated yield 96.0%. The reactants are TmI2(DME)x, TmI2(DME)x, COCCOC (DME), C(CC1=CC=CC=C1)I (Phenethyl iodide), II (I2). Reaction SMILES: II.[CH2:3](I)[CH2:4][C:5]1[CH:10]=[CH:9][CH:8]=[CH:7][CH:6]=1.CO[CH2:14][CH2:15][O:16]C>>[CH2:3]([C:15]1([OH:16])[CH2:6][CH2:5][CH2:4][CH2:3][CH2:14]1)[CH2:4][C:5]1[CH:10]=[CH:9][CH:8]=[CH:7][CH:6]=1. Procedure: Since TmI2(DME)x exhibits such high reactivity at room temperature, its viability at reduced temperature is examined. In these reactions, TmI2(DME)x is added as a DME solution by syringe using a saturated stock solution generated in situ from Tm and I2. Phenethyl iodide reacts smoothly at −22° C. in 10 minutes to form phenethylcyclohexanol in 96% yield (entry f). The reaction of phenethyl bromide with cyclohexanone at 0° C. produces a 96% yield of phenethylcyclohexanol in 20 minutes (entry g), w... The reactants are COC(=O)c1ccccc1CBr, O=C([O-])[O-], CCCCCCN(Cc1ccccc1)C(=O)CCc1ccc(O)cc1, CC#N, [K+], [K+]. Product: CCCCCCN(Cc1ccccc1)C(=O)CCc1ccc(OCc2ccccc2C(=O)OC)cc1. Reaction SMILES: [Br:26][CH2:27][c:28]1[c:29]([C:30](=[O:31])[O:32][CH3:33])[cH:34][cH:35][cH:36][cH:37]1.[C:38](=[O:39])([O-:40])[O-:41].[CH2:1]([c:2]1[cH:3][cH:4][cH:5][cH:6][cH:7]1)[N:8]([C:9]([CH2:10][CH2:11][c:12]1[cH:13][cH:14][c:15]([OH:18])[cH:16][cH:17]1)=[O:19])[CH2:20][CH2:21][CH2:22][CH2:23][CH2:24][CH3:25].[CH3:44][C:45]#[N:46].[K+:42].[K+:43]>>[CH2:1]([c:2]1[cH:3][cH:4][cH:5][cH:6][cH:7]1)[N:8]([C:9]([CH2:10][CH2:11][c:12]1[cH:13][cH:14][c:15]([O:18][CH2:27][c:28]2[c:29]([C:30](=[O:31])[O:32][CH3:33])[cH:34][cH:35][cH:36][cH:37]2)[cH:16][cH:17]1)=[O:19])[CH2:20][CH2:21][CH2:22][CH2:23][CH2:24][CH3:25]. The reactants are C(C=C)Br (allyl bromide), OC1=CC=C(C=O)C=C1 (4-hydroxybenzaldehyde), C(=O)([O-])[O-].[K+].[K+] (K2CO3). Run in CC(=O)C (acetone), CC(=O)C (acetone). Reaction conditions: temperature 0 celsius, time 60 hour. Yields the product C(C=C)OC1=CC=C(C=O)C=C1 (4-(allyloxy)benzaldehyde). The yield is 94.1%. RXN SMILES: [CH2:1](Br)[CH:2]=[CH2:3].[OH:5][C:6]1[CH:13]=[CH:12][C:9]([CH:10]=[O:11])=[CH:8][CH:7]=1.C([O-])([O-])=O.[K+].[K+]>CC(C)=O>[CH2:1]([O:5][C:6]1[CH:13]=[CH:12][C:9]([CH:10]=[O:11])=[CH:8][CH:7]=1)[CH:2]=[CH2:3] |f:2.3.4|. Reported procedure: A solution of allyl bromide (5.94 mL, 68.78 mmol) in acetone (20 mL) was added, over a period of 20 min, to a mixture of 4-hydroxybenzaldehyde (8.00 g, 65.50 mmol) and K2CO3 (9.96 g, 72.06 mmol) in acetone (100 mL) cooled at 0° C. The mixture was allowed to reach room temperature and stirred for 60 h. After removal of the solvent, the crude residue was dissolved in EtOAc (100 mL) and washed twice with a mixture of water (100 mL) and NaOH (10% aqueous solution, 10 mL). The organic layer was dried... Reactants: C(C1=CC=CC=C1)N([C@@H]1CC[C@H](CC1)O)CC1=CC=CC=C1 (trans-4-(Dibenzylamino)cyclohexanol), C(C)(=O)OCC (ethyl acetate), BrCCCOC1OCCCC1 (2-(3-bromopropoxy)tetrahydro-2H-pyran), [OH-].[K+] (potassium hydroxide). The reagents and catalysts are [Br-].C(CCC)[N+](CCCC)(CCCC)CCCC (tetrabutylammonium bromide). The solvent is O (water), C=1(C(=CC=CC1)C)C (xylene). Conditions: time 2 hour. The product is C(C1=CC=CC=C1)N([C@@H]1CC[C@H](CC1)OCCCOC1OCCCC1)CC1=CC=CC=C1 (trans-N,N-dibenzyl-4-[3-(tetrahydro-2H-pyran-2-yloxy)propoxy]cyclohexanamine). The yield is 58.7%. RXN SMILES: [CH2:1]([N:8]([CH2:16][C:17]1[CH:22]=[CH:21][CH:20]=[CH:19][CH:18]=1)[C@H:9]1[CH2:14][CH2:13][C@H:12]([OH:15])[CH2:11][CH2:10]1)[C:2]1[CH:7]=[CH:6][CH:5]=[CH:4][CH:3]=1.Br[CH2:24][CH2:25][CH2:26][O:27][CH:28]1[CH2:33][CH2:32][CH2:31][CH2:30][O:29]1.[OH-].[K+].C(OCC)(=O)C>[Br-].C([N+](CCCC)(CCCC)CCCC)CCC.C1(C)C(C)=CC=CC=1.O>[CH2:16]([N:8]([CH2:1][C:2]1[CH:3]=[CH:4][CH:5]=[CH:6][CH:7]=1)[C@H:9]1[CH2:14][CH2:13][C@H:12]([O:15][CH2:24][CH2:25][CH2:26][O:27][CH:28]2[CH2:33][CH2:32][CH2:31][CH2:30][O:29]2)[CH2:11][CH2:10]1)[C:17]1[CH:22]=[CH:21][CH:20]=[CH:19][CH:18]=1 |f:2.3,5.6|. Procedure: trans-4-(Dibenzylamino)cyclohexanol (200 mg), 2-(3-bromopropoxy)tetrahydro-2H-pyran (604 mg), powder potassium hydroxide (179 mg), and tetrabutylammonium bromide (44 mg) were suspended in xylene (2 mL), followed by stirring at room temperature for 2 hours. To the reaction mixture were added ethyl acetate and water, and the organic layer was extracted and washed with saturated brine and dried over anhydrous magnesium sulfate. The solvent was evaporated under reduced pressure. The residue was puri... Reactants: C[Si](CCCNC1=CC=C(C(=O)O)C=C1)(CCCCCCCCCCCC)C (4-(4,4-dimethyl-4-sila-hexadecylamino)benzoic acid), C([O-])(O)=O.[Na+] (sodium bicarbonate). Solvent: C(C)O (ethanol). Yields the product C[Si](CCCNC1=CC=C(C(=O)[O-])C=C1)(CCCCCCCCCCCC)C.[Na+] (Sodium 4-(4,4-dimethyl-4-sila-n-hexadecylamino)-benzoate). As a reaction SMILES: [CH3:1][Si:2]([CH3:28])([CH2:16][CH2:17][CH2:18][CH2:19][CH2:20][CH2:21][CH2:22][CH2:23][CH2:24][CH2:25][CH2:26][CH3:27])[CH2:3][CH2:4][CH2:5][NH:6][C:7]1[CH:15]=[CH:14][C:10]([C:11]([OH:13])=[O:12])=[CH:9][CH:8]=1.C(=O)(O)[O-].[Na+:33]>C(O)C>[CH3:28][Si:2]([CH3:1])([CH2:16][CH2:17][CH2:18][CH2:19][CH2:20][CH2:21][CH2:22][CH2:23][CH2:24][CH2:25][CH2:26][CH3:27])[CH2:3][CH2:4][CH2:5][NH:6][C:7]1[CH:8]=[CH:9][C:10]([C:11]([O-:13])=[O:12])=[CH:14][CH:15]=1.[Na+:33] |f:1.2,4.5|. Reported procedure: To a solution of 6.79 g (16.7 mmol) of 4-(4,4-dimethyl-4-sila-hexadecylamino)benzoic acid in 10 ml of ethanol is added an aqueous solution of 1.5 g (17.8 mmol) of sodium bicarbonate (in about 50 ml of water). The mixture is heated to 60° and the resultant clear solution evaporated, under vacuum, to obtain the title product as a white crystalline solid, m.p. above 300°.